Dataset: the Open Reaction Database (ORD), a public repository of structured organic reaction records. Task: describe an organic reaction: reactants, conditions, products, and yield The product is C1=CC=C2C(=C1)C(=CN2)C[C@](C[C@@H](C(=O)O)N)(C(=O)O)O (monatin). Starting materials: N[C@@H](C)C(=O)O (alanine), N1C=C(C2=CC=CC=C12)CC(C(=O)O)=O (indole-3-pyruvic acid). As a reaction SMILES: [NH2:1][C@H:2]([C:4]([OH:6])=[O:5])[CH3:3].[NH:7]1[C:15]2[C:10](=[CH:11][CH:12]=[CH:13][CH:14]=2)[C:9]([CH2:16][C:17](=[O:21])[C:18]([OH:20])=[O:19])=[CH:8]1>>[CH:12]1[CH:11]=[C:10]2[C:9]([CH2:16][C@@:17]([OH:21])([C:18]([OH:20])=[O:19])[CH2:3][C@H:2]([NH2:1])[C:4]([OH:6])=[O:5])=[CH:8][NH:7][C:15]2=[CH:14][CH:13]=1. Procedure details: The addition of alanine to indole-3-pyruvic acid produces monatin, and this reaction can be performed synthetically with a Grignard or organolithium reagent. Reactants: C(C)N(C(C)C)C(C)C (ethyldiisopropylamine), CN1C(N(C(C=C1C(F)(F)F)=O)C=1C=CC2=C(C(=NS2)C(C(=O)O)(C)C)C1)=O (5-[3,6-dihydro-3-methyl-2,6-dioxo-4-(trifluoromethyl)-1(2H)-pyrimidinyl]-α,α-dimethyl-1,2-benzisothiazole-3-acetic acid), CS(=O)(=O)N (Methylsulfonamide), resultant mixture, C(C(=O)Cl)(=O)Cl (oxalyl chloride), resultant mixture, CN(C)C1=NC=CC=C1 (dimethylaminopyridine). Reagents/catalysts: CN(C=O)C (N,N-Dimethylformamide). The solvent is C(Cl)Cl (methylene chloride). Product: CN1C(N(C(C=C1C(F)(F)F)=O)C=1C=CC2=C(C(=NS2)C(C(=O)NS(=O)(=O)C)(C)C)C1)=O (5-[3,6-Dihydro-3-methyl-2,6-dioxo-4-(trifluoromethyl)-1(2H)-pyrimidinyl]-α,α-dimethyl-N-(methylsulfonyl)-1,2-benzisothiazole-3-acetamide). Yield: 13.5%. RXN SMILES: [CH3:1][N:2]1[C:7]([C:8]([F:11])([F:10])[F:9])=[CH:6][C:5](=[O:12])[N:4]([C:13]2[CH:14]=[CH:15][C:16]3[S:20][N:19]=[C:18]([C:21]([CH3:26])([CH3:25])[C:22](O)=[O:23])[C:17]=3[CH:27]=2)[C:3]1=[O:28].C(Cl)(=O)C(Cl)=O.[CH3:35][S:36]([NH2:39])(=[O:38])=[O:37].C(N(C(C)C)C(C)C)C.CN(C1C=CC=CN=1)C>CN(C)C=O.C(Cl)Cl>[CH3:1][N:2]1[C:7]([C:8]([F:9])([F:10])[F:11])=[CH:6][C:5](=[O:12])[N:4]([C:13]2[CH:14]=[CH:15][C:16]3[S:20][N:19]=[C:18]([C:21]([CH3:26])([CH3:25])[C:22]([NH:39][S:36]([CH3:35])(=[O:38])=[O:37])=[O:23])[C:17]=3[CH:27]=2)[C:3]1=[O:28]. Procedure details: N,N-Dimethylformamide (8 drops) is added to a mixture of 5-[3,6-dihydro-3-methyl-2,6-dioxo-4-(trifluoromethyl)-1(2H)-pyrimidinyl]-α,α-dimethyl-1,2-benzisothiazole-3-acetic acid (2.00 g, 0.00484 mol) and methylene chloride. The mixture is cooled on an ice bath and oxalyl chloride (2.0 M in methylene chloride, 6.05 ml, 0.0121 mol) is added. The resultant mixture is stirred one hour on an ice bath and concentrated in vacuo. The residue is taken up in tetrahydrofuran. Methylsulfonamide (0.690 g, 0.0... As a reaction SMILES: [Br:16][CH2:17][CH2:18][NH:19][C:20]([O:21][C:22]([CH3:23])([CH3:24])[CH3:25])=[O:26].[C:10](=[O:11])([O-:12])[O-:13].[CH3:1][O:2][c:3]1[cH:4][cH:5][cH:6][cH:7][c:8]1[OH:9].[CH3:27][N:28]([CH3:29])[CH:30]=[O:31].[K+:14].[K+:15]>>[CH3:1][O:2][c:3]1[cH:4][cH:5][cH:6][cH:7][c:8]1[O:9][CH2:17][CH2:18][NH:19][C:20]([O:21][C:22]([CH3:23])([CH3:24])[CH3:25])=[O:26]. Reactants: CC(C)(C)OC(=O)NCCBr, O=C([O-])[O-], COc1ccccc1O, CN(C)C=O, [K+], [K+]. Yields the product COc1ccccc1OCCNC(=O)OC(C)(C)C. The reactants are P(=O)(Cl)(Cl)Cl (Phosphorus oxychloride), NC1[C@@H]2N(C(C(CS2)O)C(=O)O)C1=O (7-amino-3-hydroxycepham-4-carboxylic acid), C[Si](C)(C)CC(=O)N (trimethylsilylacetamide), CON=C(C(=O)O)C1(CBr)OCCO1 (2-methoxyimino-3,3-ethylenedioxy-4-bromobutyric acid), resultant solution. The solvent is C(C)(=O)OCC (ethyl acetate), CN(C=O)C (N,N-dimethylformamide), C(C)(=O)OCC (ethyl acetate), C(C)(=O)OCC (Ethyl acetate), O (water). The product is CON=C(C(=O)NC1[C@@H]2N(C(C(CS2)O)C(=O)O)C1=O)C1(CBr)OCCO1 (7-(2-methoxyimino-3,3-ethylenedioxy-4-bromobutyramido)-3-hydroxycepham-4-carboxylic acid). The yield is 85.9%. As a reaction SMILES: P(Cl)(Cl)(Cl)=O.[CH3:6][O:7][N:8]=[C:9]([C:13]1([O:19][CH2:18][CH2:17][O:16]1)[CH2:14][Br:15])[C:10]([OH:12])=O.[NH2:20][CH:21]1[C:32](=[O:33])[N:23]2[CH:24]([C:29]([OH:31])=[O:30])[CH:25]([OH:28])[CH2:26][S:27][C@H:22]12.C[Si](CC(N)=O)(C)C>C(OCC)(=O)C.O.CN(C)C=O>[CH3:6][O:7][N:8]=[C:9]([C:13]1([O:19][CH2:18][CH2:17][O:16]1)[CH2:14][Br:15])[C:10]([NH:20][CH:21]1[C:32](=[O:33])[N:23]2[CH:24]([C:29]([OH:31])=[O:30])[CH:25]([OH:28])[CH2:26][S:27][C@H:22]12)=[O:12]. Procedure: Phosphorus oxychloride (0.5 ml.) was added to a solution of N,N-dimethylformamide (0.42 ml) in dry ethyl acetate (1 ml.) under cooling, and 2-methoxyimino-3,3-ethylenedioxy-4-bromobutyric acid (syn isomer, 1.2 g.) was added thereto under cooling and stirred at the same temperature. The solution was added to a stirred solution of 7-amino-3-hydroxycepham-4-carboxylic acid (1.0 g.) and trimethylsilylacetamide (6.0 g.) in dry ethyl acetate (50 ml.), at -20° C. and stirred at the same temperature for... The reactants are BrC1=CSC=C1C=1C(=NC=CC1)F (3-bromo-4-(2-fluoropyridin-3-yl)thiophene), C(C)N (ethylamine). The solvent is O1CCOCC1 (dioxane), C(C)(=O)OCC (ethyl acetate). Yields the product BrC1=CSC=C1C=1C(=NC=CC1)NCC (3-bromo-4-(2-ethylaminopyridin-3-yl)thiophene). The yield is 83.7%. RXN SMILES: [Br:1][C:2]1[C:6]([C:7]2[C:8](F)=[N:9][CH:10]=[CH:11][CH:12]=2)=[CH:5][S:4][CH:3]=1.[CH2:14]([NH2:16])[CH3:15]>O1CCOCC1.C(OCC)(=O)C>[Br:1][C:2]1[C:6]([C:7]2[C:8]([NH:16][CH2:14][CH3:15])=[N:9][CH:10]=[CH:11][CH:12]=2)=[CH:5][S:4][CH:3]=1. Reported procedure: A solution of 3-bromo-4-(2-fluoropyridin-3-yl)thiophene (0.344 g) and ethylamine (0.2 g) in dioxane (1 mL), in a sealed tube, was heated at 100° C. for four days. The mixture was cooled, diluted with ethyl acetate, washed with water, dried, filtered, and evaporated. The residue was fractionated by chromatography to give 3-bromo-4-(2-ethylaminopyridin-3-yl)thiophene (0.316 g) as an oil. Starting materials: COC=1C=C(C=CC1OC)/C=C/C(=O)NC1=C(C(=O)O)C=CC=C1 ((E)-2-[[3-(3,4-dimethoxyphenyl)-1-oxo-2-propenyl]amino]benzoic acid). The solvent is C(C)(=O)OC(C)=O (acetic anhydride), O (water). Reaction conditions: time 3 hour. The product is COC=1C=C(/C=C/C=2OC(C3=C(N2)C=CC=C3)=O)C=CC1OC ((E)-2-(3,4-dimethoxystyryl)-4H-benzo[d][1,3]oxazin-4-one). Isolated yield 88.4%. As a reaction SMILES: [CH3:1][O:2][C:3]1[CH:4]=[C:5](/[CH:11]=[CH:12]/[C:13]([NH:15][C:16]2[CH:24]=[CH:23][CH:22]=[CH:21][C:17]=2[C:18]([OH:20])=[O:19])=O)[CH:6]=[CH:7][C:8]=1[O:9][CH3:10]>C(OC(=O)C)(=O)C.O>[CH3:1][O:2][C:3]1[CH:4]=[C:5]([CH:6]=[CH:7][C:8]=1[O:9][CH3:10])/[CH:11]=[CH:12]/[C:13]1[O:19][C:18](=[O:20])[C:17]2[CH:21]=[CH:22][CH:23]=[CH:24][C:16]=2[N:15]=1. Reported procedure: A solution of (E)-2-[[3-(3,4-dimethoxyphenyl)-1-oxo-2-propenyl]amino]benzoic acid (0.5 g, 1.5 mmol) in acetic anhydride (3 mL) was heated to reflux and stirred for 3 h. The reaction was cooled to rt and the resulting suspension was diluted with water. The suspension was stirred at rt for 1 h and the precipitate was collected by filtration, providing (E)-2-(3,4-dimethoxystyryl)-4H-benzo[d][1,3]oxazin-4-one (0.41 g, 88%) as a yellow crystalline solid; mp 175-179° C.; δH (500 MHz, DMSO-d6) 3.82 (s,...